The task is: describe an organic reaction: reactants, conditions, products, and yield. This data is from the Open Reaction Database (ORD), a public repository of structured organic reaction records. Starting materials: Clc1ccc(-c2ccncc2)cc1, Fc1ccc(-c2ccnc(Cl)c2)cc1. The product is Clc1ccc(-c2ccnc(Cl)c2)cc1. Reaction SMILES: [Cl:1][c:2]1[cH:3][cH:4][c:5](-[c:8]2[cH:9][cH:10][n:11][cH:12][cH:13]2)[cH:6][cH:7]1.[F:14][c:15]1[cH:16][cH:17][c:18](-[c:19]2[cH:20][cH:21][n:22][c:23]([Cl:27])[cH:24]2)[cH:25][cH:26]1>>[Cl:1][c:2]1[cH:3][cH:4][c:5](-[c:8]2[cH:9][cH:10][n:11][c:12]([Cl:27])[cH:13]2)[cH:6][cH:7]1. Starting materials: CCc1cc(C#N)cc(C)c1O, C1CCOC1, Cc1ccccc1, OCC1CO1, CCOC(=O)N=NC(=O)OCC, c1ccc(P(c2ccccc2)c2ccccc2)cc1. Yields the product CCc1cc(C#N)cc(C)c1OCC1CO1. RXN SMILES: [CH2:1]([CH3:2])[c:3]1[cH:4][c:5]([C:6]#[N:7])[cH:8][c:9]([CH3:12])[c:10]1[OH:11].[CH2:56]1[O:57][CH2:58][CH2:59][CH2:60]1.[CH3:49][c:50]1[cH:51][cH:52][cH:53][cH:54][cH:55]1.[CH:32]1([CH2:33][OH:34])[CH2:35][O:36]1.[O:37]=[C:38]([O:39][CH2:40][CH3:41])[N:42]=[N:43][C:44]([O:45][CH2:46][CH3:47])=[O:48].[c:13]1([P:14]([c:15]2[cH:16][cH:17][cH:18][cH:19][cH:20]2)[c:21]2[cH:22][cH:23][cH:24][cH:25][cH:26]2)[cH:27][cH:28][cH:29][cH:30][cH:31]1>>[CH2:1]([CH3:2])[c:3]1[cH:4][c:5]([C:6]#[N:7])[cH:8][c:9]([CH3:12])[c:10]1[O:11][CH2:33][CH:32]1[CH2:35][O:36]1. The reactants are O=C(Cl)CCSC(c1ccccc1)(c1ccccc1)c1ccccc1, Cl, [Na+], [Na+], [Na+], [OH-], [OH-], [OH-], O=C(O)C1CCCN1. The product is O=C(O)C1CCCN1C(=O)CCSC(c1ccccc1)(c1ccccc1)c1ccccc1. RXN SMILES: [C:11]([c:12]1[cH:13][cH:14][cH:15][cH:16][cH:17]1)([c:18]1[cH:19][cH:20][cH:21][cH:22][cH:23]1)([c:24]1[cH:25][cH:26][cH:27][cH:28][cH:29]1)[S:30][CH2:31][CH2:32][C:33](=[O:34])[Cl:35].[ClH:36].[Na+:10].[Na+:38].[Na+:40].[OH-:37].[OH-:39].[OH-:9].[OH:1][C:2](=[O:3])[CH:4]1[CH2:5][CH2:6][CH2:7][NH:8]1>>[OH:1][C:2](=[O:3])[CH:4]1[CH2:5][CH2:6][CH2:7][N:8]1[C:33]([CH2:32][CH2:31][S:30][C:11]([c:12]1[cH:13][cH:14][cH:15][cH:16][cH:17]1)([c:18]1[cH:19][cH:20][cH:21][cH:22][cH:23]1)[c:24]1[cH:25][cH:26][cH:27][cH:28][cH:29]1)=[O:34]. Reactants: 4-(maleinamidyl)-phthalic acid, FC(C(=O)OC(C(F)(F)F)=O)(F)F (trifluoroacetic anhydride), N1=CC=CC=C1 (pyridine). Run in C(Cl)Cl (methylene chloride). Reaction conditions: time 2 hour. Yields the product C1(C=2C(C(=O)O1)=CC=CC2)=O (phthalic anhydride). RXN SMILES: F[C:2](F)(F)[C:3]([O:5][C:6](=[O:11])[C:7](F)(F)F)=[O:4].N1C=[CH:18][CH:17]=[CH:16][CH:15]=1>C(Cl)Cl>[C:3]1(=[O:4])[O:5][C:6](=[O:11])[C:7]2=[CH:15][CH:16]=[CH:17][CH:18]=[C:2]12. Reported procedure: 22.4 g (0.08 mol) of the 4-(maleinamidyl)-phthalic acid manufactured according to Example 3, paragraph 1, are suspended in 150 ml of anhydrous methylene chloride and 37.8 ml of trifluoroacetic anhydride are added. The reaction mixture is stirred for 2 hours at 20°-25° C., whilst excluding atmospheric moisture. 30.5 g of pyridine are then added dropwise whilst cooling with ice (internal temperature 20°-25° C.). The reaction mixture is then stirred for a further 2 hours at 20°-25° C. and filtered,...